Dataset: the Open Reaction Database (ORD), a public repository of structured organic reaction records. Task: describe an organic reaction: reactants, conditions, products, and yield Yields the product CC(C)(C)OC(=O)N1CCN(CCBr)CC1. Reaction SMILES: [C:17]([Br:18])([Br:19])([Br:20])[Br:21].[CH3:46][CH2:47][CH2:48][CH2:49][CH2:50][CH3:51].[O:41]1[CH2:42][CH2:43][CH2:44][CH2:45]1.[OH:1][CH2:2][CH2:3][N:4]1[CH2:5][CH2:6][N:7]([C:10](=[O:11])[O:12][C:13]([CH3:14])([CH3:15])[CH3:16])[CH2:8][CH2:9]1.[c:22]1([P:23]([c:24]2[cH:25][cH:26][cH:27][cH:28][cH:29]2)[c:30]2[cH:31][cH:32][cH:33][cH:34][cH:35]2)[cH:36][cH:37][cH:38][cH:39][cH:40]1>>[CH2:2]([CH2:3][N:4]1[CH2:5][CH2:6][N:7]([C:10](=[O:11])[O:12][C:13]([CH3:14])([CH3:15])[CH3:16])[CH2:8][CH2:9]1)[Br:18]. Starting materials: BrC(Br)(Br)Br, CCCCCC, C1CCOC1, CC(C)(C)OC(=O)N1CCN(CCO)CC1, c1ccc(P(c2ccccc2)c2ccccc2)cc1. Starting materials: C(C)OC(=O)C1(C(CN(CC1)CC1=CC=CC=C1)O)CCOC ((3RS,4SR)-1-benzyl-3-hydroxy-4-(2-methoxy-ethyl)-piperidine-4-carboxylic acid ethyl ester), FC(C(OC1=CC=C(C=C1)N)C)(F)F ((rac)-4-(2,2,2-trifluoro-1-methyl-ethoxy)-phenylamine). Yields the product C(C1=CC=CC=C1)N1CC(C2(CCN(C2=O)C2=CC=C(C=C2)OC(C(F)(F)F)C)CC1)O ((5SR,6RS)-8-Benzyl-6-hydroxy-2-[-4-((rac)-2,2,2-trifluoro-1-methyl-ethoxy)-phenyl]-2,8-diaza-spiro[4.5]decan-1-one). Reaction SMILES: C(O[C:4]([C:6]1([CH2:20][CH2:21]OC)[CH2:11][CH2:10][N:9]([CH2:12][C:13]2[CH:18]=[CH:17][CH:16]=[CH:15][CH:14]=2)[CH2:8][CH:7]1[OH:19])=[O:5])C.[F:24][C:25]([F:37])([F:36])[CH:26]([CH3:35])[O:27][C:28]1[CH:33]=[CH:32][C:31]([NH2:34])=[CH:30][CH:29]=1>>[CH2:12]([N:9]1[CH2:10][CH2:11][C:6]2([C:4](=[O:5])[N:34]([C:31]3[CH:32]=[CH:33][C:28]([O:27][CH:26]([CH3:35])[C:25]([F:24])([F:36])[F:37])=[CH:29][CH:30]=3)[CH2:21][CH2:20]2)[CH:7]([OH:19])[CH2:8]1)[C:13]1[CH:14]=[CH:15][CH:16]=[CH:17][CH:18]=1. Procedure details: The title compound was prepared in analogy to example 1 step C from a mixture of (3RS,4SR)-1-benzyl-3-hydroxy-4-(2-methoxy-ethyl)-piperidine-4-carboxylic acid ethyl ester and (rac)-4-(2,2,2-trifluoro-1-methyl-ethoxy)-phenylamine. Light yellow solid. MS (ESI): 449.2 (MH+) Reactants: FC1=C(C(C=O)=CC=C1)O (3-Fluorosalicylaldehyde), CC1(OC(=O)CC(=O)O1)C (Meldrum's acid). The solvent is O (H2O). Run at temperature 75 celsius, time 2 hour. The product is FC=1C=CC=C2C=C(C(OC12)=O)C(=O)O (8-fluoro-3-carboxy-coumarin). The yield is 69.4%. As a reaction SMILES: [F:1][C:2]1[CH:9]=[CH:8][CH:7]=[C:4]([CH:5]=O)[C:3]=1[OH:10].CC1(C)O[C:17](=[O:18])[CH2:16][C:14](=[O:15])[O:13]1>O>[F:1][C:2]1[CH:9]=[CH:8][CH:7]=[C:4]2[C:3]=1[O:10][C:17](=[O:18])[C:16]([C:14]([OH:15])=[O:13])=[CH:5]2. Procedure details: 3-Fluorosalicylaldehyde (97.2 mg, 0.69 mmol) and Meldrum's acid (100 mg, 0.69 mmol) were combined in H2O (1 mL). The solution was stirred at 75° C. for 2 h. After cooling to room temperature, the precipitate was filtered and dried at suction to give 99.6 mg of 8-fluoro-3-carboxy-coumarin in a 68% yield. Starting materials: Cl.NC=1C=C2C(=NC=NC2=CC1)NC1=CC=C(C=C1)OCC1=CC=CC=C1 (6-amino-4-(4-benzyloxyanilino)quinazoline hydrochloride). The reagents and catalysts are [Ni] (Raney nickel). The solvent is CO.C1CCOC1 (methanol THF). Reaction conditions: time 2 hour. Product: NC=1C=C2C(=NC=NC2=CC1)NC1=CC=C(C=C1)OCC1=CC=CC=C1 (6-amino-4-(4-benzyloxyanilino)quinazoline). The yield is 83.3%. Reaction SMILES: Cl.[NH2:2][C:3]1[CH:4]=[C:5]2[C:10](=[CH:11][CH:12]=1)[N:9]=[CH:8][N:7]=[C:6]2[NH:13][C:14]1[CH:19]=[CH:18][C:17]([O:20][CH2:21][C:22]2[CH:27]=[CH:26][CH:25]=[CH:24][CH:23]=2)=[CH:16][CH:15]=1>CO.C1COCC1.[Ni]>[NH2:2][C:3]1[CH:4]=[C:5]2[C:10](=[CH:11][CH:12]=1)[N:9]=[CH:8][N:7]=[C:6]2[NH:13][C:14]1[CH:15]=[CH:16][C:17]([O:20][CH2:21][C:22]2[CH:23]=[CH:24][CH:25]=[CH:26][CH:27]=2)=[CH:18][CH:19]=1 |f:0.1,2.3|. Procedure: A solution of 6-amino-4-(4-benzyloxyanilino)quinazoline hydrochloride (1.46 g, 3.57 mmol) in methanol/THF (1:1, 100 mL) was hydrogenated over Raney nickel (1 g) at 51.5 psi and 23° C. for 18 hours. The reaction mixture was celite filtered, and the volatiles were removed under reduced pressure. The crystalline brown residue was partially redissolved in MeOH (25 mL), and dilute aqueous Na2CO3 solution (0.1 M, 50 mL) was added with vigourous stirring. After 2 hours, the precipitate was collected by... Reactants: C(C)OP(OCC)(=O)CCCNO (3-(N-hydroxyamino)-propylphosphonic acid diethylester), C(C)(=O)OC(C)=O (acetic anhydride). The solvent is C(Cl)Cl (methylene chloride). Reaction conditions: temperature 2.5 celsius, time 1.5 hour. The product is C(C)OP(OCC)(=O)CCCN(C(C)=O)O (3-(N-Acetylhydroxyamino)-propylphosphonic Acid Diethylester). The yield is 112.4%. Reaction SMILES: [CH2:1]([O:3][P:4]([CH2:9][CH2:10][CH2:11][NH:12][OH:13])(=[O:8])[O:5][CH2:6][CH3:7])[CH3:2].[C:14](OC(=O)C)(=[O:16])[CH3:15]>C(Cl)Cl>[CH2:6]([O:5][P:4]([CH2:9][CH2:10][CH2:11][N:12]([OH:13])[C:14](=[O:16])[CH3:15])(=[O:8])[O:3][CH2:1][CH3:2])[CH3:7]. Reported procedure: 2.8 g (0.013 mol) 3-(N-hydroxyamino)-propylphosphonic acid diethylester are dissolved in 30 ml methylene chloride and added drop by drop with cooling with ice to 2.65 g (0.026 mol) acetic anhydride. The reaction mixture is stirred for 30 minutes at 0-5° C. and for a further 1.5 hours at room temperature. After concentration under reduced pressure until a yellow oily radical is achieved, this oily residue is taken up in 15 ml methanol and 5 ml water, adjusted to pH 8 with 2 n NaOH and stirred for... Product: BrC1=C(C=C(C(=C1)CO[Si](C(C)C)(C(C)C)C(C)C)Cl)CO ((2-Bromo-5-chloro-4-((triisopropylsilyloxy)methyl)phenyl)methanol). The yield is 85.3%. Starting materials: BrC1=C(C(=O)O[Si](C(C)C)(C(C)C)C(C)C)C=C(C(=C1)CO[Si](C(C)C)(C(C)C)C(C)C)Cl (Triisopropylsilyl 2-bromo-5-chloro-4-((triisopropylsilyloxy)methyl)benzoate), CSC.B (borane dimethylsulfide), CO (MeOH), O (H2O). RXN SMILES: [Br:1][C:2]1[CH:20]=[C:19]([CH2:21][O:22][Si:23]([CH:30]([CH3:32])[CH3:31])([CH:27]([CH3:29])[CH3:28])[CH:24]([CH3:26])[CH3:25])[C:18]([Cl:33])=[CH:17][C:3]=1[C:4](O[Si](C(C)C)(C(C)C)C(C)C)=[O:5].CSC.B.CO.O>C1COCC1>[Br:1][C:2]1[CH:20]=[C:19]([CH2:21][O:22][Si:23]([CH:30]([CH3:32])[CH3:31])([CH:24]([CH3:25])[CH3:26])[CH:27]([CH3:28])[CH3:29])[C:18]([Cl:33])=[CH:17][C:3]=1[CH2:4][OH:5] |f:1.2|. Reaction conditions: temperature 0 celsius, time 30 minute. Procedure details: To a solution of silyl ester 29 (38.0 g, 65.8 mmol) in THF (300 mL) was added borane dimethylsulfide complex (1 M in THF, 13 mL) at 0° C. The mixture was stirred 0° C. for 15 min, at room temperature at 30 min, and at 75° C. for 15 h. The mixture was cooled to 0° C. MeOH and H2O were added to the cooled mixture to quench the reaction. After dilution with water, the mixture was extracted with EtOAc. The organic layer was dried over anhydrous MgSO4, filtered and concentrated in vacuo. The residue ... Solvent: C1CCOC1 (THF).